Dataset: the Open Reaction Database (ORD), a public repository of structured organic reaction records. Task: describe an organic reaction: reactants, conditions, products, and yield Reactants: ClCCl, COc1ccc(CNc2ccc(Cc3c[nH]c4ncncc34)c(F)n2)cc1, O=C(O)C(F)(F)F. Product: Nc1ccc(Cc2c[nH]c3ncncc23)c(F)n1. Reaction SMILES: [Cl:35][CH2:36][Cl:37].[F:1][c:2]1[c:3]([CH2:18][c:19]2[cH:20][nH:21][c:22]3[n:23][cH:24][n:25][cH:26][c:27]23)[cH:4][cH:5][c:6]([NH:8][CH2:9][c:10]2[cH:11][cH:12][c:13]([O:14][CH3:15])[cH:16][cH:17]2)[n:7]1.[OH:28][C:29]([C:30]([F:31])([F:32])[F:33])=[O:34]>>[F:1][c:2]1[c:3]([CH2:18][c:19]2[cH:20][nH:21][c:22]3[n:23][cH:24][n:25][cH:26][c:27]23)[cH:4][cH:5][c:6]([NH2:8])[n:7]1. Starting materials: C1CCOC1, CCO, Cc1cc2c(-c3cccc([N+](=O)[O-])c3)c(CC(=O)Nc3ccc(Cl)cc3C(F)(F)F)c(=O)oc2cc1Cl. The product is Cc1cc2c(-c3cccc(N)c3)c(CC(=O)Nc3ccc(Cl)cc3C(F)(F)F)c(=O)oc2cc1Cl. As a reaction SMILES: [CH2:41]1[O:42][CH2:43][CH2:44][CH2:45]1.[CH3:38][CH2:39][OH:40].[Cl:1][c:2]1[c:3]([CH3:37])[cH:4][c:5]2[c:6](-[c:28]3[cH:29][c:30]([N+:34]([O-:35])=[O:36])[cH:31][cH:32][cH:33]3)[c:7]([CH2:13][C:14](=[O:15])[NH:16][c:17]3[c:18]([C:24]([F:25])([F:26])[F:27])[cH:19][c:20]([Cl:23])[cH:21][cH:22]3)[c:8](=[O:12])[o:9][c:10]2[cH:11]1>>[Cl:1][c:2]1[c:3]([CH3:37])[cH:4][c:5]2[c:6](-[c:28]3[cH:29][c:30]([NH2:34])[cH:31][cH:32][cH:33]3)[c:7]([CH2:13][C:14](=[O:15])[NH:16][c:17]3[c:18]([C:24]([F:25])([F:26])[F:27])[cH:19][c:20]([Cl:23])[cH:21][cH:22]3)[c:8](=[O:12])[o:9][c:10]2[cH:11]1. Starting materials: ClC=1C=C(C(=C(C1)C(C)NC1=C(C=CC(=C1)F)S(=O)(=O)C)OC)OC (N-(1-(5-Chloro-2,3-dimethoxyphenyl)ethyl)-5-fluoro-2-(methylsulfonyl)benzenamine), CN(C1CCNCC1)C (N,N-dimethylpiperidin-4-amine), C(C)(C)N(C(C)C)CC (N,N-diisopropylethylamine). Solvent: C(C)#N (acetonitrile). Product: ClC=1C=C(C(=C(C1)C(C)NC=1C=C(C=CC1S(=O)(=O)C)N1CCC(CC1)N(C)C)OC)OC (1-(3-(1-(5-Chloro-2,3-dimethoxyphenyl)ethylamino)-4-(methylsulfonyl)phenyl)-N,N-dimethylpiperidin-4-amine). The yield is 19.4%. Reaction SMILES: [Cl:1][C:2]1[CH:3]=[C:4]([O:24][CH3:25])[C:5]([O:22][CH3:23])=[C:6]([CH:8]([NH:10][C:11]2[CH:16]=[C:15](F)[CH:14]=[CH:13][C:12]=2[S:18]([CH3:21])(=[O:20])=[O:19])[CH3:9])[CH:7]=1.[CH3:26][N:27]([CH3:34])[CH:28]1[CH2:33][CH2:32][NH:31][CH2:30][CH2:29]1.C(N(CC)C(C)C)(C)C>C(#N)C>[Cl:1][C:2]1[CH:3]=[C:4]([O:24][CH3:25])[C:5]([O:22][CH3:23])=[C:6]([CH:8]([NH:10][C:11]2[CH:16]=[C:15]([N:31]3[CH2:32][CH2:33][CH:28]([N:27]([CH3:34])[CH3:26])[CH2:29][CH2:30]3)[CH:14]=[CH:13][C:12]=2[S:18]([CH3:21])(=[O:20])=[O:19])[CH3:9])[CH:7]=1. Reported procedure: N-(1-(5-Chloro-2,3-dimethoxyphenyl)ethyl)-5-fluoro-2-(methylsulfonyl)benzenamine (100.0 mg, 0.26 mmol), N,N-dimethylpiperidin-4-amine (66.0 mg, 0.51 mmol), N,N-diisopropylethylamine (133.0 mg, 1.03 mmol) were stirred at 100° C. in dry acetonitrile (3 mL) for 16 h. The solvent was evaporated and the residue was dissolved in dichloromethane and washed with water. The dichloromethane was evaporated and the crude compound was purified by silica chromatography using 10% methanol in dichloromethane to... Starting materials: ( 56 ), [Na] (sodium), C(#N)C(=C(SC)NC#N)C#N (2,2-dicyano-1-methylsulfanyl-vinyl-cyanamide), Cl (hydrogen chloride). Solvent: C(C)OCC (diethyl ether). Reaction SMILES: [Na].[C:2]([C:4]([C:11]#[N:12])=[C:5]([NH:8][C:9]#[N:10])[S:6][CH3:7])#[N:3].[ClH:13]>C(OCC)C>[NH2:10][C:9]1[N:3]=[C:2]([Cl:13])[C:4]([C:11]#[N:12])=[C:5]([S:6][CH3:7])[N:8]=1 |^1:0|. Yields the product ( 57 ), NC1=NC(=C(C(=N1)Cl)C#N)SC (2-amino-4-chloro-6-methylsulfanyl-pyrimidine-5-carbonitrile). Procedure details: The compound of formula (56), the sodium salt of 2,2-dicyano-1-methylsulfanyl-vinyl-cyanamide, is reacted by addition to a large excess of anhydrous hydrogen chloride in an ethereal solvent, preferably diethyl ether, at 0° C. and the mixture is allowed to warm slowly to room temperature for over 1-36 hours, preferably 18 hours. The product of formula (57), 2-amino-4-chloro-6-methylsulfanyl-pyrimidine-5-carbonitrile, is isolated by conventional means, and preferably purified by means of recrystal... The reactants are CS(=O)(=O)N1CCCn2c(nc3cnc4cc(OCc5ccccc5)ccc4c32)C1, ClC(Cl)Cl, [NH4+], [OH-], O=C(OO)c1cccc(Cl)c1, Cc1ccc(S(=O)(=O)Cl)cc1. Reaction SMILES: [CH2:12]([c:13]1[cH:14][cH:15][cH:16][cH:17][cH:18]1)[O:19][c:20]1[cH:21][cH:22][c:23]2[c:24]3[c:25]([cH:26][n:27][c:28]2[cH:29]1)[n:30][c:31]1[n:32]3[CH2:33][CH2:34][CH2:35][N:36]([S:38](=[O:39])(=[O:40])[CH3:41])[CH2:37]1.[CH:55]([Cl:56])([Cl:57])[Cl:58].[NH4+:42].[OH-:43].[OH:1][O:2][C:3]([c:4]1[cH:5][c:6]([Cl:7])[cH:8][cH:9][cH:10]1)=[O:11].[c:44]1([CH3:45])[cH:46][cH:47][c:48]([S:49]([Cl:50])(=[O:51])=[O:52])[cH:53][cH:54]1>>[CH2:12]([c:13]1[cH:14][cH:15][cH:16][cH:17][cH:18]1)[O:19][c:20]1[cH:21][cH:22][c:23]2[c:24]3[c:25]([c:26]([NH2:42])[n:27][c:28]2[cH:29]1)[n:30][c:31]1[n:32]3[CH2:33][CH2:34][CH2:35][N:36]([S:38](=[O:39])(=[O:40])[CH3:41])[CH2:37]1. The product is CS(=O)(=O)N1CCCn2c(nc3c(N)nc4cc(OCc5ccccc5)ccc4c32)C1. Starting materials: COC([C@H](CC1=C(C=C(C=C1)O)C(F)(F)F)OCC)=O ((2S)-2-ethoxy-3-(4-hydroxy-2-trifluoromethyl-phenyl)-propionic acid methyl ester), O=P(Cl)(Cl)Cl (POCl3), C([O-])([O-])=O.[Cs+].[Cs+] (cesium carbonate), ClCC=1N=C(OC1C)C1=C(C=CC=C1)F (4-chloromethyl-2-(2-fluoro-phenyl)-5-methyl-oxazole), FC1=C(C=O)C=CC=C1 (2-fluoro-benzaldehyde), [I-].[K+] (potassium iodide). The product is COC([C@H](CC1=C(C=C(C=C1)OCC=1N=C(OC1C)C1=C(C=CC=C1)F)C(F)(F)F)OCC)=O ((S)-2-ethoxy-3-{4-[2-(2-fluoro-phenyl)-5-methyl-oxazol-4-ylmethoxy]-2-trifluoromethyl-phenyl}-propionic acid methyl ester). RXN SMILES: [CH3:1][O:2][C:3](=[O:20])[C@@H:4]([O:17][CH2:18][CH3:19])[CH2:5][C:6]1[CH:11]=[CH:10][C:9]([OH:12])=[CH:8][C:7]=1[C:13]([F:16])([F:15])[F:14].Cl[CH2:22][C:23]1[N:24]=[C:25]([C:29]2[CH:34]=[CH:33][CH:32]=[CH:31][C:30]=2[F:35])[O:26][C:27]=1[CH3:28].FC1C=CC=CC=1C=O.O=P(Cl)(Cl)Cl.C(=O)([O-])[O-].[Cs+].[Cs+].[I-].[K+]>>[CH3:1][O:2][C:3](=[O:20])[C@@H:4]([O:17][CH2:18][CH3:19])[CH2:5][C:6]1[CH:11]=[CH:10][C:9]([O:12][CH2:22][C:23]2[N:24]=[C:25]([C:29]3[CH:34]=[CH:33][CH:32]=[CH:31][C:30]=3[F:35])[O:26][C:27]=2[CH3:28])=[CH:8][C:7]=1[C:13]([F:16])([F:14])[F:15] |f:4.5.6,7.8|. Reported procedure: In analogy to the procedure described in example 1 f], (2S)-2-ethoxy-3-(4-hydroxy-2-trifluoromethyl-phenyl)-propionic acid methyl ester (example 21 f]) was reacted with with 4-chloromethyl-2-(2-fluoro-phenyl)-5-methyl-oxazole (prepared from 2-fluoro-benzaldehyde and diacetyl monoxyme followed by treatment with POCl3 in analogy to the procedures described in examples 5 a] and 2 b]) in the presence of cesium carbonate and potassium iodide to yield (S)-2-ethoxy-3-{4-[2-(2-fluoro-phenyl)-5-methyl-ox...